Dataset: the Open Reaction Database (ORD), a public repository of structured organic reaction records. Task: describe an organic reaction: reactants, conditions, products, and yield Starting materials: ClC1=C(C=C(C=O)C=C1)CCO (4-Chloro-3-(2-hydroxyethyl)benzaldehyde), C(C)(=O)O[BH-](OC(C)=O)OC(C)=O.[Na+] (sodium triacetoxyborohydride), C([O-])(O)=O.[Na+] (sodium bicarbonate), C(C)(=O)O[BH-](OC(C)=O)OC(C)=O.[Na+] (sodium triacetoxyborohydride), FC(C(=O)O)(F)F.C(C)(C)C=1SC=C(N1)C(=O)N1CCOC2(C1)CCNCC2 ((2-Isopropylthiazol-4-yl)(1-oxa-4,9-diazaspiro[5.5]undecan-4-yl)methanone trifluoroacetate). Run in CN1CCCC1=O (NMP), CN1CCCC1=O (NMP), C(C)(=O)O (acetic acid). Reaction conditions: time 5 minute. Yields the product ClC1=C(C=C(CN2CCC3(CN(CCO3)C(=O)C=3N=C(SC3)C(C)C)CC2)C=C1)CCO ((9-(4-Chloro-3-(2-hydroxyethyl)benzyl)-1-oxa-4,9-diazaspiro[5.5]undecan-4-yl)(2-isopropylthiazol-4-yl)methanone). Reaction SMILES: FC(F)(F)C(O)=O.[CH:8]([C:11]1[S:12][CH:13]=[C:14]([C:16]([N:18]2[CH2:23][C:22]3([CH2:28][CH2:27][NH:26][CH2:25][CH2:24]3)[O:21][CH2:20][CH2:19]2)=[O:17])[N:15]=1)([CH3:10])[CH3:9].[Cl:29][C:30]1[CH:37]=[CH:36][C:33]([CH:34]=O)=[CH:32][C:31]=1[CH2:38][CH2:39][OH:40].C(O[BH-](OC(=O)C)OC(=O)C)(=O)C.[Na+].C(=O)(O)[O-].[Na+]>CN1C(=O)CCC1.C(O)(=O)C>[Cl:29][C:30]1[CH:37]=[CH:36][C:33]([CH2:34][N:26]2[CH2:25][CH2:24][C:22]3([O:21][CH2:20][CH2:19][N:18]([C:16]([C:14]4[N:15]=[C:11]([CH:8]([CH3:10])[CH3:9])[S:12][CH:13]=4)=[O:17])[CH2:23]3)[CH2:28][CH2:27]2)=[CH:32][C:31]=1[CH2:38][CH2:39][OH:40] |f:0.1,3.4,5.6|. Procedure: A solution of (2-isopropylthiazol-4-yl)(1-oxa-4,9-diazaspiro[5.5]undecan-4-yl)methanone trifluoroacetate (example 22, step b) (0.178 g) in NMP (2 mL) was treated with acetic acid (0.032 mL) and stirred for 5 minutes. A solution of 4-chloro-3-(2-hydroxyethyl)benzaldehyde (example 75, step c) (0.154 g) in NMP (3 mL) was then added, the resulting solution was stirred for 1 hour and was then treated with sodium triacetoxyborohydride (0.181 g) and stirred overnight at room temperature. More sodium tr... The reactants are FC=1C=C2C(=CNC2=CC1)C1CCN(CC1)C (5-fluoro-3-(1-methyl-4-piperidinyl)-1H-indole), FC1=CC=C(C=C1)S(=O)(=O)Cl (4-fluorophenylsulfonyl chloride). The product is FC1=CC=C(C=C1)S(=O)(=O)N1C=C(C2=CC(=CC=C12)F)C1CCN(CC1)C (1-(4-Fluorophenylsulfonyl)-5-fluoro-3-(1-methyl-4-piperidinyl)indole). As a reaction SMILES: [F:1][C:2]1[CH:3]=[C:4]2[C:8](=[CH:9][CH:10]=1)[NH:7][CH:6]=[C:5]2[CH:11]1[CH2:16][CH2:15][N:14]([CH3:17])[CH2:13][CH2:12]1.[F:18][C:19]1[CH:24]=[CH:23][C:22]([S:25](Cl)(=[O:27])=[O:26])=[CH:21][CH:20]=1>>[F:18][C:19]1[CH:24]=[CH:23][C:22]([S:25]([N:7]2[C:8]3[C:4](=[CH:3][C:2]([F:1])=[CH:10][CH:9]=3)[C:5]([CH:11]3[CH2:16][CH2:15][N:14]([CH3:17])[CH2:13][CH2:12]3)=[CH:6]2)(=[O:27])=[O:26])=[CH:21][CH:20]=1. Procedure: (22.6 mg, 58%) from 5-fluoro-3-(1-methyl-4-piperidinyl)-1H-indole (Example 5c, 25 mg, 0.1 mmol) and 4-fluorophenylsulfonyl chloride (29.2 mg, 0.15 mmol), HRMS- FAB+ for C20H20N2O2SF2, calculated MH+ : 391.12918; found: 391.12926. The reactants are CC=1N=C(SC1)N1CCNCC1 (4-methyl-2-(piperazin-1-yl)thiazole), FC(C1=NC(=NO1)C=1C=C(C(=O)O)C=CC1)(F)F (3-(5-(trifluoromethyl)-1,2,4-oxadiazol-3-yl)benzoic acid). Product: CC=1N=C(SC1)N1CCN(CC1)C(=O)C1=CC(=CC=C1)C1=NOC(=N1)C(F)(F)F ((4-(4-Methylthiazol-2-yl)piperazin-1-yl)(3-(5-(trifluoromethyl)-1,2,4-oxadiazol-3-yl)phenyl)methanone). The yield is 39.0%. RXN SMILES: [CH3:1][C:2]1[N:3]=[C:4]([N:7]2[CH2:12][CH2:11][NH:10][CH2:9][CH2:8]2)[S:5][CH:6]=1.[F:13][C:14]([F:30])([F:29])[C:15]1[O:19][N:18]=[C:17]([C:20]2[CH:21]=[C:22]([CH:26]=[CH:27][CH:28]=2)[C:23](O)=[O:24])[N:16]=1>>[CH3:1][C:2]1[N:3]=[C:4]([N:7]2[CH2:12][CH2:11][N:10]([C:23]([C:22]3[CH:26]=[CH:27][CH:28]=[C:20]([C:17]4[N:16]=[C:15]([C:14]([F:29])([F:13])[F:30])[O:19][N:18]=4)[CH:21]=3)=[O:24])[CH2:9][CH2:8]2)[S:5][CH:6]=1. Reported procedure: This compound was synthesized from 4-methyl-2-(piperazin-1-yl)thiazole and 3-(5-(trifluoromethyl)-1,2,4-oxadiazol-3-yl)benzoic acid as described for example 37 step 3 (90 mg, yield 39%) as yellow viscous liquid. 1H NMR (400 MHz, CDCl3) δ 8.23-8.19 (m, 2H), 7.67-7.61 (m, 2H), 6.20 (m, 1H), 3.94 (m, 2H), 3.57 (m, 6H), 2.26 (m, 3H). MS (ESI) m/z: Calculated for C18H16F3N5O2S: 423.10. found: 424.2 (M+H)+. Reactants: C(C)(=O)NCC1=C(C(=CC(=C1)C(C)(C)C)S(=O)(=O)Cl)O (2-acetamidomethyl-6-chlorosulfonyl-4-(1,1-dimethylethyl)-phenol), C(CCC)N (butylamine). The product is Cl.NCC1=C(C(=CC(=C1)C(C)(C)C)S(NCCCC)(=O)=O)O (2-Aminomethyl-6-butylsulfamoyl-4-(1,1-dimethylethyl)-phenol hydrochloride). RXN SMILES: C([NH:4][CH2:5][C:6]1[CH:11]=[C:10]([C:12]([CH3:15])([CH3:14])[CH3:13])[CH:9]=[C:8]([S:16]([Cl:19])(=[O:18])=[O:17])[C:7]=1[OH:20])(=O)C.[CH2:21]([NH2:25])[CH2:22][CH2:23][CH3:24]>>[ClH:19].[NH2:4][CH2:5][C:6]1[CH:11]=[C:10]([C:12]([CH3:13])([CH3:14])[CH3:15])[CH:9]=[C:8]([S:16](=[O:17])(=[O:18])[NH:25][CH2:21][CH2:22][CH2:23][CH3:24])[C:7]=1[OH:20] |f:2.3|. Procedure details: This compound is prepared analogously to Examples 11 c and 11 d from 2-acetamidomethyl-6-chlorosulfonyl-4-(1,1-dimethylethyl)-phenol and butylamine.